From a dataset of the Open Reaction Database (ORD), a public repository of structured organic reaction records. describe an organic reaction: reactants, conditions, products, and yield Reactants: ice water, COC=1C=C(C=O)C=CC1 (3-methoxybenzaldehyde), C(\C=C\C)(=O)OC (methyl crotonate), CC(C)([O-])C.[K+] (potassium tert-butoxide). Run in C(C)(C)(C)O (tert-butanol). Conditions: temperature 65 celsius. Product: COC=1C=C(C=CC1)C=CC=CC(=O)OC (5-(3-Methoxyphenyl)penta-2,4-dienoic acid, methyl ester). Reaction SMILES: CC(C)([O-])C.[K+].[CH3:7][O:8][C:9]1[CH:10]=[C:11]([CH:14]=[CH:15][CH:16]=1)[CH:12]=O.[C:17]([O:22][CH3:23])(=[O:21])/[CH:18]=[CH:19]/[CH3:20]>C(O)(C)(C)C>[CH3:7][O:8][C:9]1[CH:10]=[C:11]([CH:12]=[CH:20][CH:19]=[CH:18][C:17]([O:22][CH3:23])=[O:21])[CH:14]=[CH:15][CH:16]=1 |f:0.1|. Reported procedure: A mixture of potassium tert-butoxide (52 g) and tert-butanol (170 ml) was treated dropwise with a mixture of 3-methoxybenzaldehyde (30 g) and methyl crotonate (35 ml). The temperature of the reaction mixture rose to 80° C. during the addition and was then maintained for a further 3 hours at 65° C. The reaction mixture was cooled to room temperature, poured into ice/water and washed with diethyl ether. The aqueous phase was acidified with concentrated HCl and extracted with ethyl acetate. The org...